Dataset: the Open Reaction Database (ORD), a public repository of structured organic reaction records. Task: describe an organic reaction: reactants, conditions, products, and yield As a reaction SMILES: [OH:1][CH2:2][C@@H:3]([C@H:5]([C@@H:7]([C@@H:9]([CH2:11][OH:12])[OH:10])[OH:8])[OH:6])[OH:4].[CH3:13][O:14][C:15]1[CH:22]=[CH:21][C:18]([CH:19]=O)=[CH:17][CH:16]=1.[C:23]1([CH3:33])[CH:28]=[CH:27][C:26](S(O)(=O)=O)=[CH:25][CH:24]=1.[C:34]1(=[O:40])CCCCC1.C(O)CCCC>>[CH3:13][O:14][C:15]1[CH:22]=[CH:21][C:18]([CH:19]=[C:2]([OH:1])[C@@H:3]([OH:4])[C@@H:5]([OH:6])[C@H:7]([OH:8])[C@@H:9]([OH:10])[C:11](=[CH:33][C:23]2[CH:28]=[CH:27][C:26]([O:40][CH3:34])=[CH:25][CH:24]=2)[OH:12])=[CH:17][CH:16]=1. Procedure details: The same procedure as in Example 8 is repeated with the exception of using 30.3 g of sorbitol, 45.7 g of p-methoxybenzaldehyde, 1.0 g of p-toluenesulfonic acid, 8 ml of cyclohexanone, 175 ml of C8 -C10 saturated hydrocarbons and 8 ml of amyl alcohol. The materials are reacted for 3 hours, giving a semisolid reaction mixture. The mixture is similarly treated thereafter, affording di-(p-methoxybenzylidene)sorbitol in a yield of 92% with a purity of 99%. Yield: 92.0%. The reactants are OC[C@H](O)[C@@H](O)[C@H](O)[C@H](O)CO (sorbitol), C1(CCCCC1)=O (cyclohexanone), C8 -C10 saturated hydrocarbons, COC1=CC=C(C=O)C=C1 (p-methoxybenzaldehyde), C1(=CC=C(C=C1)S(=O)(=O)O)C (p-toluenesulfonic acid), C(CCCC)O (amyl alcohol). Product: COC1=CC=C(C=C([C@H]([C@H]([C@@H]([C@H](C(O)=CC2=CC=C(C=C2)OC)O)O)O)O)O)C=C1 (di-(p-methoxybenzylidene)sorbitol). The reactants are [N+](=O)([O-])C=1C=C(CP(OCC)(OCC)=O)C=CC1 (diethyl 3-nitrobenzylphosphonate), [H-].[Na+] (sodium hydride), O=C1CCN(CC1)C(=O)OC(C)(C)C (tert-Butyl 4-oxopiperidine-1-carboxylate). Run in O1CCCC1 (tetrahydrofuran), O1CCCC1 (tetrahydrofuran). Conditions: time 30 minute. Product: [N+](=O)([O-])C=1C=C(C=C2CCN(CC2)C(=O)OC(C)(C)C)C=CC1 (tert-butyl 4-(3-nitrobenzylidene)-piperidine-1-carboxylate). Yield: 85.8%. Reaction SMILES: [H-].[Na+].[N+:3]([C:6]1[CH:7]=[C:8]([CH:18]=[CH:19][CH:20]=1)[CH2:9]P(=O)(OCC)OCC)([O-:5])=[O:4].O=[C:22]1[CH2:27][CH2:26][N:25]([C:28]([O:30][C:31]([CH3:34])([CH3:33])[CH3:32])=[O:29])[CH2:24][CH2:23]1>O1CCCC1>[N+:3]([C:6]1[CH:7]=[C:8]([CH:18]=[CH:19][CH:20]=1)[CH:9]=[C:22]1[CH2:27][CH2:26][N:25]([C:28]([O:30][C:31]([CH3:34])([CH3:33])[CH3:32])=[O:29])[CH2:24][CH2:23]1)([O-:5])=[O:4] |f:0.1|. Reported procedure: A suspension of sodium hydride (10.98 mmol, 0.439 g) in tetrahydrofuran (40 mL) was added to a stirred solution of diethyl 3-nitrobenzylphosphonate (7.32 mmol, 2 g) in tetrahydrofuran (40 mL) at 0° C. and the reaction stirred for 30 minutes. tert-Butyl 4-oxopiperidine-1-carboxylate (7.32 mmol, 1.459 g) was added and the reaction mixture stirred at room temperature overnight. The reaction mixture was concentrated under vacuum and the residue partitioned between dichloromethane and water. The orga...